Dataset: the Open Reaction Database (ORD), a public repository of structured organic reaction records. Task: describe an organic reaction: reactants, conditions, products, and yield The reactants are ClC=1C=C(C(=O)OCC)C=CC1OS(=O)(=O)C(F)(F)F (Ethyl 3-chloro-4-(((trifluoromethyl)sulfonyl)oxy)benzoate), FC1=C(C=C(C=C1)OC)B(O)O (2-fluoro-5-methoxyphenylboronic acid), C([O-])([O-])=O.[K+].[K+] (potassium carbonate), N#N (N2). Reagents/catalysts: C=1C=CC(=CC1)[P](C=2C=CC=CC2)(C=3C=CC=CC3)[Pd]([P](C=4C=CC=CC4)(C=5C=CC=CC5)C=6C=CC=CC6)([P](C=7C=CC=CC7)(C=8C=CC=CC8)C=9C=CC=CC9)[P](C=1C=CC=CC1)(C=1C=CC=CC1)C=1C=CC=CC1 (tetrakis(triphenylphosphine)palladium). Solvent: CCOC(=O)C (EtOAc), CN(C)C=O (DMF). Run at temperature 100 celsius. Product: ClC1=C(C=CC(=C1)C(=O)OCC)C1=C(C=CC(=C1)OC)F (Ethyl 2-chloro-2′-fluoro-5′-(methyloxy)-1,1′-biphenyl-4-carboxylate). As a reaction SMILES: [Cl:1][C:2]1[CH:3]=[C:4]([CH:10]=[CH:11][C:12]=1OS(C(F)(F)F)(=O)=O)[C:5]([O:7][CH2:8][CH3:9])=[O:6].[F:21][C:22]1[CH:27]=[CH:26][C:25]([O:28][CH3:29])=[CH:24][C:23]=1B(O)O.C(=O)([O-])[O-].[K+].[K+].N#N>CN(C=O)C.C1C=CC([P]([Pd]([P](C2C=CC=CC=2)(C2C=CC=CC=2)C2C=CC=CC=2)([P](C2C=CC=CC=2)(C2C=CC=CC=2)C2C=CC=CC=2)[P](C2C=CC=CC=2)(C2C=CC=CC=2)C2C=CC=CC=2)(C2C=CC=CC=2)C2C=CC=CC=2)=CC=1.CCOC(C)=O>[Cl:1][C:2]1[CH:3]=[C:4]([C:5]([O:7][CH2:8][CH3:9])=[O:6])[CH:10]=[CH:11][C:12]=1[C:23]1[CH:24]=[C:25]([O:28][CH3:29])[CH:26]=[CH:27][C:22]=1[F:21] |f:2.3.4,^1:49,51,70,89|. Procedure: A mixture of ethyl 3-chloro-4-(trifluoromethylsulfonyloxy)benzoate T2.4 (3.00 g, 9.02 mmol), 2-fluoro-5-methoxyphenylboronic acid (commercially available from Sigma-Aldrich, St. Louis, Mo., USA) (1.84 g, 10.8 mmol), tetrakis(triphenylphosphine)palladium (0.521 g, 0.451 mmol) and potassium carbonate (2.49 g, 18.0 mmol) in DMF (20 mL), was purged with N2 three times and then heated at 100° C. for 4 hours. The reaction was cooled to room temperature, and EtOAc (130 mL) was added. The mixture was th... The reactants are O1C2=C(C=CC=3C[C@@H]4[C@@H]5C=C[C@@H]([C@H]1[C@@]5(C23)CCN4C)OC(CC=4SC=CC4)=O)OCOC (4,5α-epoxy-3-methoxymethoxy-17-methyl-6α-((2-thienyl)-acetyloxy)-morphinan-7-ene), O (water), C(C)(=O)O (acetic acid). Conditions: temperature 100 celsius, time 5 hour. Yields the product C(C)(=O)OC=1C=CC=2C[C@@H]3[C@@H]4C=C[C@@H]([C@H]5[C@@]4(C2C1O5)CCN3C)OC(CC=3SC=CC3)=O (4,5α-epoxy-17-methyl-6α-((2-thienyl)-acetyloxy)-morphinan-7-en-3-ol acetate). Isolated yield 89.9%. Reaction SMILES: [O:1]1[C@@H:13]2[C@@:14]34[CH2:16][CH2:17][N:18]([CH3:19])[C@@H:8]([C@@H:9]3[CH:10]=[CH:11][C@@H:12]2[O:20][C:21](=[O:28])[CH2:22][C:23]2[S:24][CH:25]=[CH:26][CH:27]=2)[CH2:7][C:6]2=[C:15]4[C:2]1=[C:3]([O:29][CH2:30][O:31]C)[CH:4]=[CH:5]2.O.[C:34](O)(=O)C>>[C:30]([O:29][C:3]1[CH:4]=[CH:5][C:6]2[CH2:7][C@H:8]3[N:18]([CH3:19])[CH2:17][CH2:16][C@:14]45[C:15]=2[C:2]=1[O:1][C@H:13]4[C@@H:12]([O:20][C:21](=[O:28])[CH2:22][C:23]1[S:24][CH:25]=[CH:26][CH:27]=1)[CH:11]=[CH:10][C@@H:9]35)(=[O:31])[CH3:34]. Procedure: A solution of 4,5α-epoxy-3-methoxymethoxy-17-methyl-6α-((2-thienyl)-acetyloxy)-morphinan-7-ene (1.00 g, 2.20 mmol) in glacial acetic acid (30 ml) is mixed with (30 ml) of water and stirred for 5 hours at 100° C. under N2. The solution is evaporated down using a Rotavapor. The residue obtained is purified by flash chromatography (silica gel; mobile phase: CH2Cl2 :MeOH=9:1) and lyophilised in order to obtain 4,5α-epoxy-17-methyl-6α-((2-thienyl)-acetyloxy)-morphinan-7-en-3-ol acetate (0.444 g, 89.9... Starting materials: C(C=C)#N (acrylonitrile), C(C1=CC=CC=C1)(=O)Cl (benzoyl chloride), C(CCC)N(CCCC)CCCC (tri-n-butylamine). Reagents/catalysts: C(C)(=O)[O-].[Pd+2].C(C)(=O)[O-] (palladium acetate). Run in CC=1C=CC(=CC1)C (p-xylene). Product: C(C=CC1=CC=CC=C1)#N (cinnamonitrile). Isolated yield 540.0%. As a reaction SMILES: [C:1](#[N:4])[CH:2]=[CH2:3].C(Cl)(=O)[C:6]1[CH:11]=[CH:10][CH:9]=[CH:8][CH:7]=1.C(N(CCCC)CCCC)CCC>C([O-])(=O)C.[Pd+2].C([O-])(=O)C.CC1C=CC(C)=CC=1>[C:1](#[N:4])[CH:2]=[CH:3][C:6]1[CH:11]=[CH:10][CH:9]=[CH:8][CH:7]=1 |f:3.4.5|. Procedure details: The procedure described in Example 1 is repeated, except that 3.31 g (0.0625 mol) of acrylonitrile, 7.02 g (0.05 mol) of benzoyl chloride, 11.6 g (0.0625 mol) of tri-n-butylamine, 100 ml of p-xylene and 0.1122 g (0.0005 mol) of palladium acetate are used. After a reaction time of 2 hours at 120° C., 3.47 g (0.27 mol) of cinnamonitrile are obtained, corresponding to a yield of 54% of theory. Boiling point=134°-136° C./17×102Pa. Starting materials: C#CCCCO, CCNCC, Cl[Pd]Cl, COc1ccc(I)cc1, c1ccc(P(c2ccccc2)c2ccccc2)cc1. Yields the product COc1ccc(C#CCCCO)cc1. Reaction SMILES: [CH2:29]([CH2:30][CH2:31][C:32]#[CH:33])[OH:34].[CH2:35]([NH:36][CH2:37][CH3:38])[CH3:39].[Cl:40][Pd:41][Cl:42].[I:1][c:2]1[cH:3][cH:4][c:5]([O:8][CH3:9])[cH:6][cH:7]1.[c:10]1([P:11]([c:12]2[cH:13][cH:14][cH:15][cH:16][cH:17]2)[c:18]2[cH:19][cH:20][cH:21][cH:22][cH:23]2)[cH:24][cH:25][cH:26][cH:27][cH:28]1>>[c:2]1([C:33]#[C:32][CH2:31][CH2:30][CH2:29][OH:34])[cH:3][cH:4][c:5]([O:8][CH3:9])[cH:6][cH:7]1. The reactants are CN (methylamine), CO (methanol), ClC1=C(C=CC(=N1)OCC1=C(C=CC=C1)\C(\C(=O)NC)=N/OC)C(F)(F)F ((E)-2-[2-(6-chloro-5-trifluoromethylpyridin-2-yloxymethyl)phenyl]-2-methoxyimino-N-methylacetamide). Run in O (Water). Run at temperature 100 celsius, time 17 hour. Product: CNC1=C(C=CC(=N1)OCC1=C(C=CC=C1)\C(\C(=O)NC)=N/OC)C(F)(F)F ((E)-2-[2-(6-methylamino-5-trifluoromethylpyridin-2-yloxymethyl)phenyl]-2-methoxyimino-N-methylacetamide). Reaction SMILES: [CH3:1][NH2:2].CO.Cl[C:6]1[N:11]=[C:10]([O:12][CH2:13][C:14]2[CH:19]=[CH:18][CH:17]=[CH:16][C:15]=2/[C:20](=[N:25]\[O:26][CH3:27])/[C:21]([NH:23][CH3:24])=[O:22])[CH:9]=[CH:8][C:7]=1[C:28]([F:31])([F:30])[F:29]>O>[CH3:1][NH:2][C:6]1[N:11]=[C:10]([O:12][CH2:13][C:14]2[CH:19]=[CH:18][CH:17]=[CH:16][C:15]=2/[C:20](=[N:25]\[O:26][CH3:27])/[C:21]([NH:23][CH3:24])=[O:22])[CH:9]=[CH:8][C:7]=1[C:28]([F:31])([F:30])[F:29]. Procedure: A 40% methylamine--methanol solution (10 ml) was added to (E)-2-[2-(6-chloro-5-trifluoromethylpyridin-2-yloxymethyl)phenyl]-2-methoxyimino-N-methylacetamide (402 mg), and the mixture was stirred at 100° C. for 17 hours. Water was added, and the mixture was extracted with ethyl acetate. The organic layer was washed with saturated brine and dried, and then the solvent was evaporated. The resulting oil was purified by column chromatography on silica gel to give the title compound (379 mg). mp. 66°-...